Dataset: the Open Reaction Database (ORD), a public repository of structured organic reaction records. Task: describe an organic reaction: reactants, conditions, products, and yield The reactants are CC(C)(C)N, CCOC(C)=O, Cc1nc(Cl)sc1S(=O)(=O)Cl, [Na+], O=C([O-])O. The product is Cc1nc(Cl)sc1S(=O)(=O)NC(C)(C)C. As a reaction SMILES: [CH3:1][C:2]([CH3:3])([CH3:4])[NH2:5].[CH3:22][CH2:23][O:24][C:25](=[O:26])[CH3:27].[Cl:6][c:7]1[s:8][c:9]([S:13](=[O:14])(=[O:15])[Cl:16])[c:10]([CH3:12])[n:11]1.[Na+:21].[O-:17][C:18]([OH:19])=[O:20]>>[CH3:1][C:2]([CH3:3])([CH3:4])[NH:5][S:13]([c:9]1[s:8][c:7]([Cl:6])[n:11][c:10]1[CH3:12])(=[O:14])=[O:15]. Starting materials: C(C)[S-].[Na+] (sodium ethanethiolate), C1(CCCCC1)OC1=CC=C(C=C1)OC (1-cyclohexyloxy-4-methoxy-benzene), Cl (hydrochloric acid), O (Water). Solvent: CN(C)C=O (DMF), C(C)(=O)OCC (Ethyl acetate). Product: C1(CCCCC1)OC1=CC=C(C=C1)O (4-Cyclohexyloxy-phenol). The yield is 45.8%. Reaction SMILES: [CH:1]1([O:7][C:8]2[CH:13]=[CH:12][C:11]([O:14]C)=[CH:10][CH:9]=2)[CH2:6][CH2:5][CH2:4][CH2:3][CH2:2]1.C([S-])C.[Na+].O.Cl>CN(C=O)C.C(OCC)(=O)C>[CH:1]1([O:7][C:8]2[CH:9]=[CH:10][C:11]([OH:14])=[CH:12][CH:13]=2)[CH2:2][CH2:3][CH2:4][CH2:5][CH2:6]1 |f:1.2|. Procedure details: To 1-cyclohexyloxy-4-methoxy-benzene (2.06 g, 10 mmol), prepared in accordance with the procedure of He, et. al., J. Am. Chem. Soc., 2005, 127, 6966, in DMF (20 mL) was added sodium ethanethiolate (1.15 g, 11 mmol). The reaction mixture was stirred at reflux for two hours. The reaction mixture was then cooled to room temperature. Water (5 mL) was added after which the mixture was neutralized with hydrochloric acid (2N). Ethyl acetate (200 mL) was then added and the organic phase washed with wate... Starting materials: NC=1C=C(OC2=CC=NC=3NC(C(=NC32)C)=O)C=CC1 (8-(3-aminophenoxy)-2-methylpyrido[2,3-b]pyrazin-3(4H)-one), C(C)(C)(C)C=1C=C(C(=O)Cl)C=CC1 (3-tertbutylbenzoyl chloride). Product: C(C)(C)(C)C=1C=C(C(=O)NC2=CC(=CC=C2)OC2=CC=NC=3NC(C(=NC32)C)=O)C=CC1 (3-tert-butyl-N-(3-(2-methyl-3-oxo-3,4-dihydropyrido[2,3-b]pyrazin-8-yloxy)phenyl)benzamide), solid. The yield is 97.0%. Reaction SMILES: [NH2:1][C:2]1[CH:3]=[C:4]([CH:18]=[CH:19][CH:20]=1)[O:5][C:6]1[C:15]2[N:14]=[C:13]([CH3:16])[C:12](=[O:17])[NH:11][C:10]=2[N:9]=[CH:8][CH:7]=1.[C:21]([C:25]1[CH:26]=[C:27]([CH:31]=[CH:32][CH:33]=1)[C:28](Cl)=[O:29])([CH3:24])([CH3:23])[CH3:22]>>[C:21]([C:25]1[CH:26]=[C:27]([CH:31]=[CH:32][CH:33]=1)[C:28]([NH:1][C:2]1[CH:20]=[CH:19][CH:18]=[C:4]([O:5][C:6]2[C:15]3[N:14]=[C:13]([CH3:16])[C:12](=[O:17])[NH:11][C:10]=3[N:9]=[CH:8][CH:7]=2)[CH:3]=1)=[O:29])([CH3:24])([CH3:22])[CH3:23]. Procedure details: Method G1 was used with 8-(3-aminophenoxy)-2-methylpyrido[2,3-b]pyrazin-3(4H)-one and 3-tertbutylbenzoyl chloride to afford the title compound as a slightly yellow solid (77 mg, 97%). Starting materials: C1=CC=CC=C1 (benzene), [O-]P(=O)([O-])[O-].[K+].[K+].[K+].[OH-].[Na+] (K3PO4 NaOH), FC(C(F)(F)[*:1])(F)[*:2] (polytetrafluoroethylene), [H][H] (hydrogen), [H][H] (hydrogen). Run in C1CCCCC1 (cyclohexane). Yields the product C1(CCCCC1)O (cyclohexanol), C1=CCCCC1 (cyclohexene). RXN SMILES: [H][H].[O-]P([O-])([O-])=O.[K+].[K+].[K+].[OH-:11].[Na+].[CH:13]1[CH:18]=[CH:17][CH:16]=[CH:15][CH:14]=1>C1CCCCC1>[CH:13]1([OH:11])[CH2:18][CH2:17][CH2:16][CH2:15][CH2:14]1.[CH:13]1[CH2:18][CH2:17][CH2:16][CH2:15][CH:14]=1 |f:1.2.3.4.5.6|. Reported procedure: In a high pressure glass bomb (ca. 20 ml), 200 mg. of the catalyst prepared above, 2 ml. of benzene, and 5 ml. of 40% sulfuric acid were provided with a small bar magnet coated with polytetrafluoroethylene. After replacement with hydrogen, the bomb was heated at 100° C. under 10 Kg/cm2G pressure of hydrogen for 4 hours with magnetic stirring. After neutralization with about 13 ml. of aqueous alkali (ca. 40%K3PO4 -NaOH), the product was submitted to gas-liquid chromatography (column: 25%PEG-4000/... The reactants are ( 3 ), Br (hydrobromic acid), C1(=CC=C(C=C1)S(=O)(=O)N1CC2=CC=CC(=C2C1)Cl)C (2-(p-toluenesulfonyl)-4-chloroisoindoline), C1(=CC=CC=C1)O (phenol). The solvent is C(CC)(=O)O (propionic acid). Yields the product ClC1=C2CNCC2=CC=C1 (4-chloroisoindoline). As a reaction SMILES: C1(C)C=CC(S([N:10]2[CH2:18][C:17]3[C:12](=[CH:13][CH:14]=[CH:15][C:16]=3[Cl:19])[CH2:11]2)(=O)=O)=CC=1.C1(O)C=CC=CC=1.Br>C(O)(=O)CC>[Cl:19][C:16]1[CH:15]=[CH:14][CH:13]=[C:12]2[C:17]=1[CH2:18][NH:10][CH2:11]2. Procedure details: 1H-NMR (CDCl3) δ: 7.33 and 7.76 (each 2H, ABq, J=10Hz, tosyl group ARM-H), 7.08-7.25 (3H, m, isoindoline ARM-H), 4.58 (4H, s, 2 x --CH2N--), 2.40 (3H, s, CH3) (3) The procedure of Reference Example 6-(3) was followed using 12.32 g of 2-(p-toluenesulfonyl)-4-chloroisoindoline, 10 g of phenol, 150 ml of 48% hydrobromic acid, and 20 ml of propionic acid. Through purification of the crude product by vacuum distillation 3.1 g of 4-chloroisoindoline was produced. The reactants are C(C)C=1C=NN(C1O)C1=NC=CC(=C1)C#N (2-(4-ethyl-5-hydroxypyrazol-1-yl)pyridine-4-carbonitrile), FC1=CC=C(CO)C=C1 (4-fluorobenzyl alcohol). Yields the product C(C)C=1C=NN(C1OCC1=CC=C(C=C1)F)C1=NC=CC(=C1)C#N (2-[4-ethyl-5-[(4-fluorophenyl)methoxy]pyrazol-1-yl]pyridine-4-carbonitrile). As a reaction SMILES: [CH2:1]([C:3]1[CH:4]=[N:5][N:6]([C:9]2[CH:14]=[C:13]([C:15]#[N:16])[CH:12]=[CH:11][N:10]=2)[C:7]=1[OH:8])[CH3:2].[F:17][C:18]1[CH:25]=[CH:24][C:21]([CH2:22]O)=[CH:20][CH:19]=1>>[CH2:1]([C:3]1[CH:4]=[N:5][N:6]([C:9]2[CH:14]=[C:13]([C:15]#[N:16])[CH:12]=[CH:11][N:10]=2)[C:7]=1[O:8][CH2:22][C:21]1[CH:24]=[CH:25][C:18]([F:17])=[CH:19][CH:20]=1)[CH3:2]. Reported procedure: The title compound was prepared from 2-(4-ethyl-5-hydroxypyrazol-1-yl)pyridine-4-carbonitrile and 4-fluorobenzyl alcohol according to the procedure for the preparation of Example 39, part C. [M+H] Calc'd for C18H15FN4O, 323. Found, 323. Reactants: CO, COC(C)(C)OC, CC(C)CC(=O)C(=O)O, C[Si](C)(C)Cl. The product is COC(=O)C(=O)CC(C)C. As a reaction SMILES: [CH3:15][OH:16].[CH3:17][O:18][C:19]([O:20][CH3:21])([CH3:22])[CH3:23].[CH3:1][CH:2]([CH2:3][C:4]([C:5](=[O:6])[OH:7])=[O:8])[CH3:9].[Cl:10][Si:11]([CH3:12])([CH3:13])[CH3:14]>>[CH3:1][CH:2]([CH2:3][C:4]([C:5]([O:6][CH3:12])=[O:7])=[O:8])[CH3:9]. Starting materials: O=C([O-])[O-], C1CNCCN1, CS(C)=O, Cl, Cc1ccc2c(F)cc(F)cc2n1, [K+], [K+], O. The product is Cc1ccc2c(N3CCNCC3)cc(F)cc2n1. As a reaction SMILES: [C:7](=[O:8])([O-:9])[O-:10].[CH2:1]1[CH2:2][NH:3][CH2:4][CH2:5][NH:6]1.[CH3:27][S:28]([CH3:29])=[O:30].[ClH:13].[F:14][c:15]1[c:16]2[cH:17][cH:18][c:19]([CH3:26])[n:20][c:21]2[cH:22][c:23]([F:25])[cH:24]1.[K+:11].[K+:12].[OH2:31]>>[CH2:1]1[CH2:2][N:3]([c:15]2[c:16]3[cH:17][cH:18][c:19]([CH3:26])[n:20][c:21]3[cH:22][c:23]([F:25])[cH:24]2)[CH2:4][CH2:5][NH:6]1. Starting materials: [Br-].[Br-].[Br-].C1(=CC=CC=C1)[N+](C)(C)C.C1(=CC=CC=C1)[N+](C)(C)C.C1(=CC=CC=C1)[N+](C)(C)C (Phenyltrimethyl ammonium tribromide), C(C)OC(C1=C(C=CC(=C1)C(C)=O)OCC1=CC=CC=C1)=O (5-Acetyl-2-benzyloxy benzoic ethyl ester), O (water). The solvent is O1CCCC1 (tetrahydrofuran). Run at time 18 hour. The product is COC(C1=C(C=CC(=C1)C(CBr)=O)OCC1=CC=CC=C1)=O (2-Benzyloxy-5-(2-bromoacetyl)benzoic acid methyl ester). Isolated yield 72.0%. Reaction SMILES: [Br-:1].[Br-].[Br-].C1([N+](C)(C)C)C=CC=CC=1.C1([N+](C)(C)C)C=CC=CC=1.C1([N+](C)(C)C)C=CC=CC=1.[CH2:34]([O:36][C:37](=[O:55])[C:38]1[CH:43]=[C:42]([C:44](=[O:46])[CH3:45])[CH:41]=[CH:40][C:39]=1[O:47][CH2:48][C:49]1[CH:54]=[CH:53][CH:52]=[CH:51][CH:50]=1)C.O>O1CCCC1>[CH3:34][O:36][C:37](=[O:55])[C:38]1[CH:43]=[C:42]([C:44](=[O:46])[CH2:45][Br:1])[CH:41]=[CH:40][C:39]=1[O:47][CH2:48][C:49]1[CH:54]=[CH:53][CH:52]=[CH:51][CH:50]=1 |f:0.1.2.3.4.5|. Procedure: Phenyltrimethyl ammonium tribromide (10.60 g, 28.20 mmol) was added in 7 portions to a stirring solution of acetophenone 44 (8.00 g, 28.10 mmol) in anhydrous tetrahydrofuran (50 mL). After 18 h, the reaction mixture was poured into water (250 mL) and stirred for 1 h. The formed precipitate was collected by vacuum filtration. Re-crystallization of the collected solid from ethanol gave the α-bromide 45 (7.35 g, 72%) as a white, needle solid: 1H NMR (500 MHz, DMSO-d6) δ 3.85 (s, 3H), 4.89 (s, 1H), ... Starting materials: C1(=CC=CC=C1)N1C(C=CC1=O)=O (N-phenylmaleimide), C=CC1=CC=CC=C1 (styrene), CO (methanol), methylaluminoxane, Example 1 ( 1 ). Reagents/catalysts: C[O-].C[O-].C[O-].C[Ti](C1C=CC=C1)(C)(C)(C)C (pentamethylcyclopentadienyltitanium trimethoxide). Solvent: C1(=CC=CC=C1)C (toluene). Reaction conditions: temperature 30 celsius, time 30 minute. Yields the product C=CC1=CC=CC=C1.C1(=CC=CC=C1)N1C(C=CC1=O)=O (Styrene N-Phenylmaleimide). Reaction SMILES: [CH2:1]=[CH:2][C:3]1[CH:8]=[CH:7][CH:6]=[CH:5][CH:4]=1.[C:9]1([N:15]2[C:19](=[O:20])[CH:18]=[CH:17][C:16]2=[O:21])[CH:14]=[CH:13][CH:12]=[CH:11][CH:10]=1.CO>C1(C)C=CC=CC=1.C[O-].C[O-].C[O-].C[Ti](C)(C)(C)(C)C1C=CC=C1>[CH2:1]=[CH:2][C:3]1[CH:8]=[CH:7][CH:6]=[CH:5][CH:4]=1.[C:9]1([N:15]2[C:19](=[O:20])[CH:18]=[CH:17][C:16]2=[O:21])[CH:10]=[CH:11][CH:12]=[CH:13][CH:14]=1 |f:4.5.6.7,8.9|. Reported procedure: In a 0.5-liter reactor equipped with a stirrer were placed 100 ml of styrene and 6.0 mmol as aluminum atom of methylaluminoxane obtained in the above Example 1 (1), and the resultant was stirred at the polymerization temperature of 30° C. for 30 minutes. Subsequently, 0.03 mmol as titanium atom of pentamethylcyclopentadienyltitanium trimethoxide was added. At the same time, 100 g of N-phenylmaleimide was dissolved in 300 ml of toluene, and after sufficiently replaced with nitrogen, this solution...